From a dataset of the Open Reaction Database (ORD), a public repository of structured organic reaction records. describe an organic reaction: reactants, conditions, products, and yield Procedure: A liquid mixture of 1.316 g (5 mmol) of 3-(2-quinolinylmethoxy)benzaldehyde, 0.901 g (5 mmol) of 7-amino-3,4-dihydro-2H-1,4-benzothiazin-3-one and 70 ml of EtOH was heated under reflux and stirring for 24 hours. The mixture was then allowed to cool down. The precipitate was collected by filtration, whereby 1.969 g of the title compound were obtained as pale yellow powder (yield: 92.3%). Yield: 92.3%. The reactants are N1=C(C=CC2=CC=CC=C12)COC=1C=C(C=O)C=CC1 (3-(2-quinolinylmethoxy)benzaldehyde), NC1=CC2=C(NC(CS2)=O)C=C1 (7-amino-3,4-dihydro-2H-1,4-benzothiazin-3-one). Run in CCO (EtOH). Reaction conditions: time 24 hour. RXN SMILES: [N:1]1[C:10]2[C:5](=[CH:6][CH:7]=[CH:8][CH:9]=2)[CH:4]=[CH:3][C:2]=1[CH2:11][O:12][C:13]1[CH:14]=[C:15]([CH:18]=[CH:19][CH:20]=1)[CH:16]=O.[NH2:21][C:22]1[CH:32]=[CH:31][C:25]2[NH:26][C:27](=[O:30])[CH2:28][S:29][C:24]=2[CH:23]=1>CCO>[N:1]1[C:10]2[C:5](=[CH:6][CH:7]=[CH:8][CH:9]=2)[CH:4]=[CH:3][C:2]=1[CH2:11][O:12][C:13]1[CH:14]=[C:15]([CH:18]=[CH:19][CH:20]=1)[CH:16]=[N:21][C:22]1[CH:32]=[CH:31][C:25]2[NH:26][C:27](=[O:30])[CH2:28][S:29][C:24]=2[CH:23]=1. The product is N1=C(C=CC2=CC=CC=C12)COC=1C=C(C=NC2=CC3=C(NC(CS3)=O)C=C2)C=CC1 (7-[3-(2-quinolinylmethoxy)benzylidenamino]-3,4-dihydro-2H-1,4-benzothiazin-3-one), powder. Starting materials: [Br-], CC(C)(C)[O-], C[P+](c1ccccc1)(c1ccccc1)c1ccccc1, COc1c(C)c(C)c2c(c1C)C(=O)C(C)(C)O2, [K+], C1CCOC1, O. The product is C=C1c2c(C)c(OC)c(C)c(C)c2OC1(C)C. As a reaction SMILES: [Br-:25].[CH3:1][C:2]([CH3:3])([O-:4])[CH3:5].[CH3:26][P+:27]([c:28]1[cH:29][cH:30][cH:31][cH:32][cH:33]1)([c:34]1[cH:35][cH:36][cH:37][cH:38][cH:39]1)[c:40]1[cH:41][cH:42][cH:43][cH:44][cH:45]1.[CH3:7][O:8][c:9]1[c:10]([CH3:23])[c:11]([CH3:22])[c:12]2[c:13]([c:20]1[CH3:21])[C:14](=[O:19])[C:15]([CH3:17])([CH3:18])[O:16]2.[K+:6].[O:46]1[CH2:47][CH2:48][CH2:49][CH2:50]1.[OH2:24]>>[CH2:1]=[C:14]1[c:13]2[c:12]([c:11]([CH3:22])[c:10]([CH3:23])[c:9]([O:8][CH3:7])[c:20]2[CH3:21])[O:16][C:15]1([CH3:17])[CH3:18]. Reactants: C1=C(C=CC2=CC=CC=C12)CC1CCC=2NC(=CC21)C(=O)OC (methyl 4-(naphthalen-2-ylmethyl)-1,4,5,6-tetrahydrocyclopenta[b]pyrrole-2-carboxylate), [OH-].[Li+] (lithium hydroxide), CO (methanol). Solvent: C1CCOC1 (THF). The product is C1=C(C=CC2=CC=CC=C12)CC1CCC=2NC(=CC21)C(=O)O (4-(naphthalen-2-ylmethyl)-1,4,5,6-tetrahydrocyclopenta[b]pyrrole-2-carboxylic acid). As a reaction SMILES: [CH:1]1[C:10]2[C:5](=[CH:6][CH:7]=[CH:8][CH:9]=2)[CH:4]=[CH:3][C:2]=1[CH2:11][CH:12]1[C:19]2[CH:18]=[C:17]([C:20]([O:22]C)=[O:21])[NH:16][C:15]=2[CH2:14][CH2:13]1.[OH-].[Li+].CO>C1COCC1>[CH:1]1[C:10]2[C:5](=[CH:6][CH:7]=[CH:8][CH:9]=2)[CH:4]=[CH:3][C:2]=1[CH2:11][CH:12]1[C:19]2[CH:18]=[C:17]([C:20]([OH:22])=[O:21])[NH:16][C:15]=2[CH2:14][CH2:13]1 |f:1.2|. Reported procedure: The title compound was synthesized from methyl 4-(naphthalen-2-ylmethyl)-1,4,5,6-tetrahydrocyclopenta[b]pyrrole-2-carboxylate (0.104 g, 0.34 mmol) and lithium hydroxide (0.148 g, 3.53 mmol in 5 mL water), according to General Procedure 7. A 1:1 mixture of methanol (MeOH) and THF (10 mL) was used. The solvent was removed under reduced pressure, and the residue re-dissolved in ca. 5 mL H2O and acidified to pH 7 with 1 N HCl. The solids formed were collected, affording the title compound as a light...